Dataset: the Open Reaction Database (ORD), a public repository of structured organic reaction records. Task: describe an organic reaction: reactants, conditions, products, and yield Starting materials: [N+](=O)([O-])C1=CC=CC=C1 (nitrobenzene), Cl.CN1C(=NC=C1[N+](=O)[O-])C(=N)NNC(N)=N (2-(1-methyl-5-nitro-2-imidazolecarboximidoyl)-1-amidinohydrazine hydrochloride). Product: NC=1NC(=NN1)C=1N(C(=CN1)[N+](=O)[O-])C (2-(5-Amino-4H-1,2,4-triazol-3-yl)-1-methyl-5-nitroimidazole). Reaction SMILES: [N+](C1C=CC=CC=1)([O-])=O.Cl.[CH3:11][N:12]1[C:16]([N+:17]([O-:19])=[O:18])=[CH:15][N:14]=[C:13]1[C:20]([NH:22][NH:23][C:24](=[NH:26])[NH2:25])=N>>[NH2:25][C:24]1[NH:26][C:20]([C:13]2[N:12]([CH3:11])[C:16]([N+:17]([O-:19])=[O:18])=[CH:15][N:14]=2)=[N:22][N:23]=1 |f:1.2|. Procedure: In 110 ml. of nitrobenzene, 7.6 g. (0.029 mole) of 2-(1-methyl-5-nitro-2-imidazolecarboximidoyl)-1-amidinohydrazine hydrochloride is stirred at reflux temperature for 2 3/4 hours, cooled, and the solid collected. This solid is washed with ethyl alcohol, ether, and air-dried to give 6 g. of the title compound, melting point 278°-280° (dec.). The product is purified by removing soluble impurities in a Soxhlet extractor with 95% ethanol. The insoluble products melts at 297°-299° (dec.).